Dataset: the Open Reaction Database (ORD), a public repository of structured organic reaction records. Task: describe an organic reaction: reactants, conditions, products, and yield The reactants are O=C([O-])[O-], CC(COS(C)(=O)=O)NC(=O)OC(C)(C)C, CN(C)C=O, CCOC(C)=O, [Cs+], [Cs+], CCOC(=O)c1ccc(-c2ccc(O)cc2)cc1. Product: CCOC(=O)c1ccc(-c2ccc(OCC(C)NC(=O)OC(C)(C)C)cc2)cc1. RXN SMILES: [C:35](=[O:36])([O-:37])[O-:38].[CH3:19][S:20]([O:21][CH2:24][CH:25]([CH3:26])[NH:27][C:28](=[O:29])[O:30][C:31]([CH3:32])([CH3:33])[CH3:34])(=[O:22])=[O:23].[CH3:41][N:42]([CH3:43])[CH:44]=[O:45].[CH3:46][CH2:47][O:48][C:49](=[O:50])[CH3:51].[Cs+:39].[Cs+:40].[OH:1][c:2]1[cH:3][cH:4][c:5](-[c:8]2[cH:9][cH:10][c:11]([C:14](=[O:15])[O:16][CH2:17][CH3:18])[cH:12][cH:13]2)[cH:6][cH:7]1>>[O:1]([c:2]1[cH:3][cH:4][c:5](-[c:8]2[cH:9][cH:10][c:11]([C:14](=[O:15])[O:16][CH2:17][CH3:18])[cH:12][cH:13]2)[cH:6][cH:7]1)[CH2:24][CH:25]([CH3:26])[NH:27][C:28](=[O:29])[O:30][C:31]([CH3:32])([CH3:33])[CH3:34].